Dataset: the Open Reaction Database (ORD), a public repository of structured organic reaction records. Task: describe an organic reaction: reactants, conditions, products, and yield Starting materials: CC=1NC(=C(C(C1C(=O)OCCOC)C1=CC(=CC=C1)[N+](=O)[O-])C(=O)OCCN1C(C=2C(C1=O)=CC=CC2)=O)C (1,4-dihydro-2,6-dimethyl-3-(2-methoxyethoxy)carbonyl-4-(3-nitrophenyl)-5-(2-phthalimidoethoxy)carbonyl-pyridine), O.NN (hydrazine hydrate). Yields the product CC=1NC(=C(C(C1C(=O)OCCOC)C1=CC(=CC=C1)[N+](=O)[O-])C(=O)OCCN)C (1,4-Dihydro-2,6-dimethyl-3-(2-methoxyethoxy)carbonyl-4-(3-nitrophenyl)-5-(2-aminoethoxy)carbonyl-pyridine). RXN SMILES: [CH3:1][C:2]1[NH:3][C:4]([CH3:40])=[C:5]([C:24]([O:26][CH2:27][CH2:28][N:29]2C(=O)C3=CC=CC=C3C2=O)=[O:25])[CH:6]([C:15]2[CH:20]=[CH:19][CH:18]=[C:17]([N+:21]([O-:23])=[O:22])[CH:16]=2)[C:7]=1[C:8]([O:10][CH2:11][CH2:12][O:13][CH3:14])=[O:9].O.NN>>[CH3:1][C:2]1[NH:3][C:4]([CH3:40])=[C:5]([C:24]([O:26][CH2:27][CH2:28][NH2:29])=[O:25])[CH:6]([C:15]2[CH:20]=[CH:19][CH:18]=[C:17]([N+:21]([O-:23])=[O:22])[CH:16]=2)[C:7]=1[C:8]([O:10][CH2:11][CH2:12][O:13][CH3:14])=[O:9] |f:1.2|. Procedure: Prepared by a method analogous to that of Example 1(b) from 10.0 g (18.2 mmol) of 1,4-dihydro-2,6-dimethyl-3-(2-methoxyethoxy)carbonyl-4-(3-nitrophenyl)-5-(2-phthalimidoethoxy)carbonyl-pyridine and 2.65 ml (54.6 mmol) of hydrazine hydrate. The reactants are O=C(NCCBr)c1ccccc1[N+](=O)[O-], CN(C)C=O, O=c1[nH]c2cc(Cl)ccc2n1C1CCNCC1. Yields the product Br, O=C(NCCN1CCC(n2c(=O)[nH]c3cc(Cl)ccc32)CC1)c1ccccc1[N+](=O)[O-]. RXN SMILES: [Br:1][CH2:2][CH2:3][NH:4][C:5]([c:6]1[c:7]([N+:12](=[O:13])[O-:14])[cH:8][cH:9][cH:10][cH:11]1)=[O:15].[CH3:33][N:34]([CH3:35])[CH:36]=[O:37].[Cl:16][c:17]1[cH:18][c:19]2[c:20]([n:21]([CH:25]3[CH2:26][CH2:27][NH:28][CH2:29][CH2:30]3)[c:22](=[O:24])[nH:23]2)[cH:31][cH:32]1>>[BrH:1].[CH2:2]([CH2:3][NH:4][C:5]([c:6]1[c:7]([N+:12](=[O:13])[O-:14])[cH:8][cH:9][cH:10][cH:11]1)=[O:15])[N:28]1[CH2:27][CH2:26][CH:25]([n:21]2[c:20]3[c:19]([cH:18][c:17]([Cl:16])[cH:32][cH:31]3)[nH:23][c:22]2=[O:24])[CH2:30][CH2:29]1.